Dataset: the Open Reaction Database (ORD), a public repository of structured organic reaction records. Task: describe an organic reaction: reactants, conditions, products, and yield Reactants: CCCC(=O)OC(C)c1nccc(Cl)n1, Cl, C1COCCO1. Product: CC(O)c1nccc(Cl)n1. RXN SMILES: [C:1](=[O:2])([CH2:3][CH2:4][CH3:5])[O:6][CH:7]([CH3:8])[c:9]1[n:10][cH:11][cH:12][c:13]([Cl:15])[n:14]1.[ClH:16].[O:17]1[CH2:18][CH2:19][O:20][CH2:21][CH2:22]1>>[OH:6][CH:7]([CH3:8])[c:9]1[n:10][cH:11][cH:12][c:13]([Cl:15])[n:14]1. Reactants: N1(CCNCC1)C(=O)C1=CC=C(C=C1)B1OC(C(O1)(C)C)(C)C (piperazin-1-yl-[4-(4,4,5,5-tetramethyl-[1,3,2]dioxaborolan-2-yl)-phenyl]-methanone), C(=O)([O-])[O-].[Na+].[Na+] (Na2CO3), BrC=1C=C(C=NC1)C1=CC(=NC(=C1)NC(C)(C)C)C1=NC=CC=C1 ((5″-Bromo-[2,2′;4′,3″]terpyridin-6′-yl)-tert-butyl-amine), PdCl2dppf. Solvent: COCCOC (DME), C(Cl)Cl (DCM). Yields the product C(C)(C)(C)NC1=CC(=CC(=N1)C1=NC=CC=C1)C=1C=NC=C(C1)C1=CC=C(C=C1)C(=O)N1CCNCC1 ([4-(6′-tert-Butylamino-[2,2′;4′,3″]terpyridin-5″-yl)-phenyl]-piperazin-1-yl-methanone). Reaction SMILES: [N:1]1([C:7]([C:9]2[CH:14]=[CH:13][C:12](B3OC(C)(C)C(C)(C)O3)=[CH:11][CH:10]=2)=[O:8])[CH2:6][CH2:5][NH:4][CH2:3][CH2:2]1.C([O-])([O-])=O.[Na+].[Na+].Br[C:31]1[CH:32]=[C:33]([C:37]2[CH:42]=[C:41]([NH:43][C:44]([CH3:47])([CH3:46])[CH3:45])[N:40]=[C:39]([C:48]3[CH:53]=[CH:52][CH:51]=[CH:50][N:49]=3)[CH:38]=2)[CH:34]=[N:35][CH:36]=1>COCCOC.C(Cl)Cl>[C:44]([NH:43][C:41]1[N:40]=[C:39]([C:48]2[CH:53]=[CH:52][CH:51]=[CH:50][N:49]=2)[CH:38]=[C:37]([C:33]2[CH:34]=[N:35][CH:36]=[C:31]([C:12]3[CH:11]=[CH:10][C:9]([C:7]([N:1]4[CH2:2][CH2:3][NH:4][CH2:5][CH2:6]4)=[O:8])=[CH:14][CH:13]=3)[CH:32]=2)[CH:42]=1)([CH3:47])([CH3:45])[CH3:46] |f:1.2.3|. Reported procedure: To a solution of piperazin-1-yl-[4-(4,4,5,5-tetramethyl-[1,3,2]dioxaborolan-2-yl)-phenyl]-methanone (1.2 eq, 0.25 mmol, 0.079 g) and 2M Na2CO3 (3 eq, 0.624 mmol, 0.3 ml) in dry DME (1.5 ml) are added (5″-Bromo-[2,2′;4′,3″]terpyridin-6′-yl)-tert-butyl-amine (Ex. 2.48; step 1) (1 eq, 0.208 mmol, 80 mg) and PdCl2dppf (0.1 eq, 0.0208 mmol, 15 mg). The reaction mixture is heated using microwave radiation at 90° C. for 1 hour. The reaction mixture is dissolved in DCM and washed with water. The organic... The reactants are Clc1ccc(OCCBr)c(Cl)c1, C1CCOC1, [Li]CCCC, O=C1Cc2ccccc2N1. Yields the product O=C1Nc2ccccc2C1CCOc1ccc(Cl)cc1Cl. Reaction SMILES: [Br:16][CH2:17][CH2:18][O:19][c:20]1[c:21]([Cl:27])[cH:22][c:23]([Cl:26])[cH:24][cH:25]1.[CH2:28]1[O:29][CH2:30][CH2:31][CH2:32]1.[CH3:11][CH2:12][CH2:13][CH2:14][Li:15].[NH:1]1[C:2](=[O:10])[CH2:3][c:4]2[cH:5][cH:6][cH:7][cH:8][c:9]21>>[NH:1]1[C:2](=[O:10])[CH:3]([CH2:17][CH2:18][O:19][c:20]2[c:21]([Cl:27])[cH:22][c:23]([Cl:26])[cH:24][cH:25]2)[c:4]2[cH:5][cH:6][cH:7][cH:8][c:9]21. Procedure details: A 1.0 M solution of KOtBu in THF (6 mL, 6 mmol) was added to a solution of 2-(1H-indol-3-yl)-acetamide (478 mg, 2.75 mmol) and (1-ethyl-1H-indol-7-yl)-oxo-acetic acid methyl ester (635 mg, 2.75 mmol) in DMF (20 mL). The deep red-orange solution was stirred 12 h at 50° C., allowed to cool, and 1N HCl added. The orange mixture was poured into EtOAc, and the EtOAc layer was separated and washed with 1N HCl, water, saturated NaHCO3 and brine, dried (MgSO4), filtered, and concentrated onto SiO2. Flas... RXN SMILES: CC([O-])(C)C.[K+].C1COCC1.[NH:12]1[C:20]2[C:15](=[CH:16][CH:17]=[CH:18][CH:19]=2)[C:14]([CH2:21][C:22]([NH2:24])=[O:23])=[CH:13]1.C[O:26][C:27](=O)[C:28]([C:30]1[CH:31]=[CH:32][CH:33]=[C:34]2[C:38]=1[N:37]([CH2:39][CH3:40])[CH:36]=[CH:35]2)=O.Cl>CN(C=O)C.CCOC(C)=O>[NH:12]1[C:20]2[C:15](=[CH:16][CH:17]=[CH:18][CH:19]=2)[C:14]([C:21]2[C:22](=[O:23])[NH:24][C:27](=[O:26])[C:28]=2[C:30]2[CH:31]=[CH:32][CH:33]=[C:34]3[C:38]=2[N:37]([CH2:39][CH3:40])[CH:36]=[CH:35]3)=[CH:13]1 |f:0.1|. Product: N1C=C(C2=CC=CC=C12)C=1C(NC(C1C=1C=CC=C2C=CN(C12)CC)=O)=O (3-(1H-Indol-3-yl)-4-(1-ethyl-1H-indol-7-yl)-pyrrole-2,5-dione). Reactants: solution, CC(C)(C)[O-].[K+] (KOtBu), C1CCOC1 (THF), N1C=C(C2=CC=CC=C12)CC(=O)N (2-(1H-indol-3-yl)-acetamide), COC(C(=O)C=1C=CC=C2C=CN(C12)CC)=O ((1-ethyl-1H-indol-7-yl)-oxo-acetic acid methyl ester), Cl (HCl). Isolated yield 38.6%. Run in CCOC(=O)C (EtOAc), CN(C)C=O (DMF). Conditions: temperature 50 celsius, time 12 hour. As a reaction SMILES: [C:14]([O:15][C:16]([CH3:17])([CH3:18])[CH3:19])(=[O:20])[O:21][C:22]([O-:23])=[O:24].[CH3:25][c:26]1[cH:27][cH:28][cH:29][cH:30][cH:31]1.[F:1][c:2]1[cH:3][cH:4][c:5]([CH:8]2[CH2:9][CH2:10][C:11](=[O:13])[NH:12]2)[cH:6][cH:7]1>>[F:1][c:2]1[cH:3][cH:4][c:5]([CH:8]2[CH2:9][CH2:10][C:11](=[O:13])[N:12]2[C:14]([O:15][C:16]([CH3:17])([CH3:18])[CH3:19])=[O:20])[cH:6][cH:7]1. Product: CC(C)(C)OC(=O)N1C(=O)CCC1c1ccc(F)cc1. Starting materials: CC(C)(C)OC(=O)OC(=O)[O-], Cc1ccccc1, O=C1CCC(c2ccc(F)cc2)N1. Reactants: N#Cc1ccc(-c2cscc2Br)cc1, C1CCOC1, [Li]CCCC, CC(C)NC(C)C, CN(C)C=O. Product: N#Cc1ccc(-c2csc(C=O)c2Br)cc1. RXN SMILES: [Br:13][c:14]1[c:15](-[c:19]2[cH:20][cH:21][c:22]([C:23]#[N:24])[cH:25][cH:26]2)[cH:16][s:17][cH:18]1.[CH2:32]1[O:33][CH2:34][CH2:35][CH2:36]1.[CH3:8][CH2:9][CH2:10][CH2:11][Li:12].[CH:1]([NH:2][CH:3]([CH3:4])[CH3:5])([CH3:6])[CH3:7].[O:27]=[CH:28][N:29]([CH3:30])[CH3:31]>>[Br:13][c:14]1[c:15](-[c:19]2[cH:20][cH:21][c:22]([C:23]#[N:24])[cH:25][cH:26]2)[cH:16][s:17][c:18]1[CH:28]=[O:27]. The reactants are FC1=CC=C(C=C1)C=1C(OC2=CC=C(C=C2C1C)OC1OCCCC1)C1=CC=C(C=C1)I (3-(4-fluorophenyl)-2-(4-iodophenyl)-4-methyl-6-((tetrahydro-2H-pyran-2-yl)oxy)-2H-chromene), N1(CCCC1)CCO (2-(pyrrolidin-1-yl)ethanol). Yields the product FC1=CC=C(C=C1)C=1C(OC2=CC=C(C=C2C1C)O)C1=CC=C(C=C1)OCCN1CCCC1 (3-(4-Fluorophenyl)-4-methyl-2-(4-(2-(pyrrolidin-1-yl)ethoxy)phenyl)-2H-chromen-6-ol). Reaction SMILES: [F:1][C:2]1[CH:7]=[CH:6][C:5]([C:8]2[CH:9]([C:26]3[CH:31]=[CH:30][C:29](I)=[CH:28][CH:27]=3)[O:10][C:11]3[C:16]([C:17]=2[CH3:18])=[CH:15][C:14]([O:19]C2CCCCO2)=[CH:13][CH:12]=3)=[CH:4][CH:3]=1.[N:33]1([CH2:38][CH2:39][OH:40])[CH2:37][CH2:36][CH2:35][CH2:34]1>>[F:1][C:2]1[CH:7]=[CH:6][C:5]([C:8]2[CH:9]([C:26]3[CH:31]=[CH:30][C:29]([O:40][CH2:39][CH2:38][N:33]4[CH2:37][CH2:36][CH2:35][CH2:34]4)=[CH:28][CH:27]=3)[O:10][C:11]3[C:16]([C:17]=2[CH3:18])=[CH:15][C:14]([OH:19])=[CH:13][CH:12]=3)=[CH:4][CH:3]=1. Procedure: The title compound was synthesized as described in Example 30 using 3-(4-fluorophenyl)-2-(4-iodophenyl)-4-methyl-6-((tetrahydro-2H-pyran-2-yl)oxy)-2H-chromene and 2-(pyrrolidin-1-yl)ethanol as starting materials. 1H NMR (DMSO-d6; TFA salt): δ 9.65 (br s, 1H), 8.99 (br s, 1H), 7.32 (m, 2H), 7.22 (m, 4H), 6.86 (d, 2H), 6.76 (m, 1H), 6.50 (m, 2H), 5.96 (s, 1H), 4.21 (t, 2H), 3.54 (m, 4H), 3.08 (m, 2H), 2.02 (s, 3H), 1.99 (m, 2H), 1.84 (m, 2H); LCMS: 446 (M+H)+. Reported procedure: 3-Chloro-2,6-diethyl-4-[(2'-(2-triphenylmethyl-2H-tetrazol-5-yl)biphenyl-4-yl)methylamino]pyridine (335 mg) was added to a mixture of potassium t-butoxide (75 mg) and 1,4,7,10,13,16-hexaoxacyclooctadecane (10 mg) in THF (10 ml) and the mixture was stirred for 15 minutes. Iodomethane (0.04 ml) was added and the solution heated at reflux for 6 hours. The mixture was cooled to ambient temperature and solvent was removed by evaporation. The residue was purified by flash chromatography eluting with e... Isolated yield 64.3%. Starting materials: IC (Iodomethane), ClC=1C(=NC(=CC1NCC1=CC=C(C=C1)C1=C(C=CC=C1)C=1N=NN(N1)C(C1=CC=CC=C1)(C1=CC=CC=C1)C1=CC=CC=C1)CC)CC (3-Chloro-2,6-diethyl-4-[(2'-(2-triphenylmethyl-2H-tetrazol-5-yl)biphenyl-4-yl)methylamino]pyridine), CC(C)([O-])C.[K+] (potassium t-butoxide), O1CCOCCOCCOCCOCCOCC1 (1,4,7,10,13,16-hexaoxacyclooctadecane). Solvent: C1CCOC1 (THF). Reaction SMILES: [Cl:1][C:2]1[C:3]([CH2:48][CH3:49])=[N:4][C:5]([CH2:46][CH3:47])=[CH:6][C:7]=1[NH:8][CH2:9][C:10]1[CH:15]=[CH:14][C:13]([C:16]2[CH:21]=[CH:20][CH:19]=[CH:18][C:17]=2[C:22]2[N:23]=[N:24][N:25]([C:27]([C:40]3[CH:45]=[CH:44][CH:43]=[CH:42][CH:41]=3)([C:34]3[CH:39]=[CH:38][CH:37]=[CH:36][CH:35]=3)[C:28]3[CH:33]=[CH:32][CH:31]=[CH:30][CH:29]=3)[N:26]=2)=[CH:12][CH:11]=1.[CH3:50]C(C)([O-])C.[K+].O1CCOCCOCCOCCOCCOCC1.IC>C1COCC1>[Cl:1][C:2]1[C:3]([CH2:48][CH3:49])=[N:4][C:5]([CH2:46][CH3:47])=[CH:6][C:7]=1[N:8]([CH2:9][C:10]1[CH:11]=[CH:12][C:13]([C:16]2[CH:21]=[CH:20][CH:19]=[CH:18][C:17]=2[C:22]2[N:23]=[N:24][N:25]([C:27]([C:34]3[CH:35]=[CH:36][CH:37]=[CH:38][CH:39]=3)([C:40]3[CH:45]=[CH:44][CH:43]=[CH:42][CH:41]=3)[C:28]3[CH:33]=[CH:32][CH:31]=[CH:30][CH:29]=3)[N:26]=2)=[CH:14][CH:15]=1)[CH3:50] |f:1.2|. Run at time 15 minute. The product is ClC=1C(=NC(=CC1N(C)CC1=CC=C(C=C1)C1=C(C=CC=C1)C=1N=NN(N1)C(C1=CC=CC=C1)(C1=CC=CC=C1)C1=CC=CC=C1)CC)CC (3-chloro-2,6-diethyl-4-[N-(2'-(2-triphenylmethyl-2H-tetrazol-5-yl)biphenyl-4-yl)methyl-N-methylamino]pyridine).